describe an organic reaction: reactants, conditions, products, and yield From a dataset of the Open Reaction Database (ORD), a public repository of structured organic reaction records. The reactants are Cc1ccccc1, CC(C)[O-], CC(C)[O-], CC(C)[O-], CC(C)[O-], CS(N)(=O)=O, O=CC1CC1, [Ti+4]. Product: CS(=O)(=O)N=CC1CC1. Reaction SMILES: [CH3:11][c:12]1[cH:13][cH:14][cH:15][cH:16][cH:17]1.[CH3:18][CH:19]([CH3:20])[O-:21].[CH3:23][CH:24]([CH3:25])[O-:26].[CH3:27][CH:28]([CH3:29])[O-:30].[CH3:31][CH:32]([CH3:33])[O-:34].[CH3:6][S:7](=[O:8])(=[O:9])[NH2:10].[CH:1]1([CH:4]=[O:5])[CH2:2][CH2:3]1.[Ti+4:22]>>[CH:1]1([CH:4]=[N:10][S:7]([CH3:6])(=[O:8])=[O:9])[CH2:2][CH2:3]1. Starting materials: NC1=CC=C(C=C1)C=1SC2=C(N1)C=CC=C2 (2(4'-aminophenyl)benzothiazole), ClC(C(=O)Cl)Cl (dichloroacetyl chloride). Run in C1=CC=CC=C1 (benzene). Conditions: temperature 80 celsius, time 30 minute. Product: Cl.ClC(C(=O)NC1=CC=C(C=C1)C=1SC2=C(N1)C=CC=C2)Cl (2-(4'-dichloroacetamidophenyl) benzothiazole hydrochloride). Yield: 84.0%. Reaction SMILES: [NH2:1][C:2]1[CH:7]=[CH:6][C:5]([C:8]2[S:9][C:10]3[CH:16]=[CH:15][CH:14]=[CH:13][C:11]=3[N:12]=2)=[CH:4][CH:3]=1.[Cl:17][CH:18]([Cl:22])[C:19](Cl)=[O:20]>C1C=CC=CC=1>[ClH:17].[Cl:17][CH:18]([Cl:22])[C:19]([NH:1][C:2]1[CH:3]=[CH:4][C:5]([C:8]2[S:9][C:10]3[CH:16]=[CH:15][CH:14]=[CH:13][C:11]=3[N:12]=2)=[CH:6][CH:7]=1)=[O:20] |f:3.4|. Procedure: To a solution of 2(4'-aminophenyl)benzothiazole (0.4 g, 1.77 mmol) in benzene (20 ml) was added dropwise dichloroacetyl chloride (0.34 ml) at 80° C. The yellow precipitate was formed and the mixture was stirred at 80° C. for 30 minutes. The precipitate was filtered off, washed with benzene and diethyl ether to give (2-(4'-dichloroacetamidophenyl) benzothiazole hydrochloride as a yellow powder (0.56 g, 84,8%). A fine powder of the above salt (0.25 g) was treated with 10% aqueous Na2CO3 (15 ml) fo... Reactants: N#Cc1ccc(C(=O)Cl)cc1, C1CCOC1, Cl, NCc1ccc(N2CC(C(=O)O)OC2=O)cc1, [Na+], [OH-]. Product: N#Cc1ccc(C(=O)NCc2ccc(N3CC(C(=O)O)OC3=O)cc2)cc1. As a reaction SMILES: [C:20](#[N:21])[c:22]1[cH:23][cH:24][c:25]([C:26](=[O:27])[Cl:28])[cH:29][cH:30]1.[CH2:32]1[O:33][CH2:34][CH2:35][CH2:36]1.[ClH:31].[NH2:1][CH2:2][c:3]1[cH:4][cH:5][c:6]([N:9]2[C:10](=[O:17])[O:11][CH:12]([C:14](=[O:15])[OH:16])[CH2:13]2)[cH:7][cH:8]1.[Na+:19].[OH-:18]>>[NH:1]([CH2:2][c:3]1[cH:4][cH:5][c:6]([N:9]2[C:10](=[O:17])[O:11][CH:12]([C:14](=[O:15])[OH:16])[CH2:13]2)[cH:7][cH:8]1)[C:26]([c:25]1[cH:24][cH:23][c:22]([C:20]#[N:21])[cH:30][cH:29]1)=[O:27]. Reactants: NC1=C(C=C(C=C1)F)S(=O)(=O)N (2-Amino-5-fluorobenzenesulfonamide), FC1=C(C=CC=C1F)S(=O)(=O)Cl (2,3-difluorophenylsulfonyl chloride). Run in N1=CC=CC=C1 (pyridine). Reaction conditions: time 8 hour. Yields the product FC1=C(C=CC=C1F)S(=O)(=O)NC1=C(C=C(C=C1)F)S(N)(=O)=O (2,3-Difluoro-N-(4-fluoro-2-sulfamoyl-phenyl)benzenesulfonamide). The yield is 45.5%. RXN SMILES: [NH2:1][C:2]1[CH:7]=[CH:6][C:5]([F:8])=[CH:4][C:3]=1[S:9]([NH2:12])(=[O:11])=[O:10].[F:13][C:14]1[C:19]([F:20])=[CH:18][CH:17]=[CH:16][C:15]=1[S:21](Cl)(=[O:23])=[O:22]>N1C=CC=CC=1>[F:13][C:14]1[C:19]([F:20])=[CH:18][CH:17]=[CH:16][C:15]=1[S:21]([NH:1][C:2]1[CH:7]=[CH:6][C:5]([F:8])=[CH:4][C:3]=1[S:9](=[O:11])(=[O:10])[NH2:12])(=[O:23])=[O:22]. Procedure details: 2-Amino-5-fluorobenzenesulfonamide (29 mg, 0.15 mmol) was dissolved in pyridine (1 ml) and 2,3-difluorophenylsulfonyl chloride (19 μl, 0.15 mmol) was added and the reaction stirred overnight. The solvent was removed in vacuo and the residue was purified by preparative HPLC (XTerra MS C8 column, acetonitrile/ammonium acetate buffer) to give the title compound (25 mg, 46%).